Dataset: the Open Reaction Database (ORD), a public repository of structured organic reaction records. Task: describe an organic reaction: reactants, conditions, products, and yield RXN SMILES: [CH3:37][N:38]([CH3:39])[CH:40]=[O:41].[I:1][c:2]1[cH:3][c:4]2[c:9]([cH:10][cH:11]1)[C:8](=[O:12])[NH:7][C:6](=[O:13])[C:5]2=[CH:14][O:15][CH3:16].[NH2:17][c:18]1[cH:19][cH:20][c:21]([N:24]2[CH2:25][CH2:26][N:27]([C:30](=[O:31])[O:32][C:33]([CH3:34])([CH3:35])[CH3:36])[CH2:28][CH2:29]2)[n:22][cH:23]1>>[I:1][c:2]1[cH:3][c:4]2[c:9]([cH:10][cH:11]1)[C:8](=[O:12])[NH:7][C:6](=[O:13])[C:5]2=[CH:14][NH:17][c:18]1[cH:19][cH:20][c:21]([N:24]2[CH2:25][CH2:26][N:27]([C:30](=[O:31])[O:32][C:33]([CH3:34])([CH3:35])[CH3:36])[CH2:28][CH2:29]2)[n:22][cH:23]1. The reactants are CN(C)C=O, COC=C1C(=O)NC(=O)c2ccc(I)cc21, CC(C)(C)OC(=O)N1CCN(c2ccc(N)cn2)CC1. Yields the product CC(C)(C)OC(=O)N1CCN(c2ccc(NC=C3C(=O)NC(=O)c4ccc(I)cc43)cn2)CC1. Starting materials: ClC1=C2C(=NC=C1)C=C(S2)C(=O)N2C[C@@H](CC2)O (7-chloro-2-[(R)-3-hydroxypyrrolidine-1-carbonyl]thieno[3,2-b]pyridine), C(CC)NC(=O)C1=C(N(C2=CC(=CC=C12)O)C)C (6-hydroxy-1,2-dimethyl-1H-indole-3-carboxylic acid propylamide), C(=O)([O-])[O-].[Cs+].[Cs+] (Cs2CO3). The product is C(CC)NC(=O)C1C(N(C2=CC(=CC=C12)OC1=C2C(=NC=C1)C=C(S2)C(=O)N2CC(CC2)O)C)C (6-[2-(3-Hydroxy-pyrrolidine-1-carbonyl)-thieno[3,2-b]pyridin-7-yloxy]-1,2-dimethyl-3H-indole-3-carboxylic acid propylamide). Reaction SMILES: Cl[C:2]1[CH:7]=[CH:6][N:5]=[C:4]2[CH:8]=[C:9]([C:11]([N:13]3[CH2:17][CH2:16][C@@H:15]([OH:18])[CH2:14]3)=[O:12])[S:10][C:3]=12.[CH2:19]([NH:22][C:23]([C:25]1[C:33]2[C:28](=[CH:29][C:30]([OH:34])=[CH:31][CH:32]=2)[N:27]([CH3:35])[C:26]=1[CH3:36])=[O:24])[CH2:20][CH3:21].C([O-])([O-])=O.[Cs+].[Cs+]>>[CH2:19]([NH:22][C:23]([CH:25]1[C:33]2[C:28](=[CH:29][C:30]([O:34][C:2]3[CH:7]=[CH:6][N:5]=[C:4]4[CH:8]=[C:9]([C:11]([N:13]5[CH2:17][CH2:16][CH:15]([OH:18])[CH2:14]5)=[O:12])[S:10][C:3]=34)=[CH:31][CH:32]=2)[N:27]([CH3:35])[CH:26]1[CH3:36])=[O:24])[CH2:20][CH3:21] |f:2.3.4|. Reported procedure: This material was prepared by the reaction of 7-chloro-2-[(R)-3-hydroxypyrrolidine-1-carbynyl]thieno[3,2,-b]pyridine 4a with 6-hydroxy-1,2-dimethyl-1H-indol-3-carboxylic acid propylamide 58b and Cs2CO3 in a manner as previously described for example 1. 1H NMR (300 MHz, CD3OD) δ 8.50 (1H, d, J=5.6 Hz), 7.96 (1H, d, J=17.3 Hz), 7.86 (1H, d, J=8.7 Hz), 7.40 (1H, s), 7.06 (1H, d, J=10.7 Hz), 6.72 (1H, d, J=5.6 Hz), 4.61–4.53 (1H, m), 4.15–4.00 (2H, m), 3.91–3.73 (3H, m), 3.73 (3H, s), 3.53–3.40 (2H,... Starting materials: C(#N)C1CCC(CC1)C=O (4-cyanocyclohexanecarboxaldehyde), solid, [BH4-].[Na+] (sodium borohydride), O (water). Run in [OH-].[K+] (potassium hydroxide). Reaction conditions: temperature 0 celsius, time 20 minute. Product: OCC1CCC(CC1)C#N (4-(hydroxymethyl)cyclohexanecarbonitrile). Yield: 89.7%. As a reaction SMILES: [C:1]([CH:3]1[CH2:8][CH2:7][CH:6]([CH:9]=[O:10])[CH2:5][CH2:4]1)#[N:2].[BH4-].[Na+].O>[OH-].[K+]>[OH:10][CH2:9][CH:6]1[CH2:7][CH2:8][CH:3]([C:1]#[N:2])[CH2:4][CH2:5]1 |f:1.2,4.5|. Reported procedure: A solution of 1.34 g of 4-cyanocyclohexanecarboxaldehyde (cis/trans mixture) in 40 ml of 0.1N methanolic potassium hydroxide solution was treated portionwise at 0° C. under argon gasification with 378 mg of solid sodium borohydride. After completion of the addition, the mixture was stirred at 0° C. for a further 20 minutes, then 50 ml of water were added and the mixture was extracted three times with 50 ml of methylene chloride each time. The organic phases were washed twice with 50 ml of water ... Yields the product CCCc1nc(C)cc(=O)n1Cc1ccc(-c2ccccc2C#N)cc1F. Reaction SMILES: [Br:12][CH2:13][c:14]1[c:15]([F:28])[cH:16][c:17](-[c:20]2[c:21]([C:26]#[N:27])[cH:22][cH:23][cH:24][cH:25]2)[cH:18][cH:19]1.[C:29](=[O:30])([O-:31])[O-:32].[CH3:1][c:2]1[cH:3][c:4](=[O:11])[nH:5][c:6]([CH2:8][CH2:9][CH3:10])[n:7]1.[CH3:35][C:36]#[N:37].[K+:33].[K+:34]>>[CH3:1][c:2]1[cH:3][c:4](=[O:11])[n:5]([CH2:13][c:14]2[c:15]([F:28])[cH:16][c:17](-[c:20]3[c:21]([C:26]#[N:27])[cH:22][cH:23][cH:24][cH:25]3)[cH:18][cH:19]2)[c:6]([CH2:8][CH2:9][CH3:10])[n:7]1. Starting materials: N#Cc1ccccc1-c1ccc(CBr)c(F)c1, O=C([O-])[O-], CCCc1nc(C)cc(=O)[nH]1, CC#N, [K+], [K+]. Starting materials: Br, CO, CC(C)(O)Cn1c(N)nc2c(Cl)nc3cc(Br)ccc3c21, N. The product is CC(C)(O)Cn1c(N)nc2c(N)nc3cc(Br)ccc3c21. Reaction SMILES: [BrH:1].[CH3:24][OH:25].[NH2:2][c:3]1[n:4]([CH2:18][C:19]([CH3:20])([OH:21])[CH3:22])[c:5]2[c:6]([c:7]([Cl:16])[n:8][c:9]3[cH:10][c:11]([Br:15])[cH:12][cH:13][c:14]23)[n:17]1.[NH3:23]>>[NH2:2][c:3]1[n:4]([CH2:18][C:19]([CH3:20])([OH:21])[CH3:22])[c:5]2[c:6]([c:7]([NH2:23])[n:8][c:9]3[cH:10][c:11]([Br:15])[cH:12][cH:13][c:14]23)[n:17]1. Starting materials: CNOC, C[Al](C)C, ClCCl, Cl, Cl, O=C1CCCCO1. Yields the product CON(C)C(=O)CCCCO. As a reaction SMILES: [CH3:2][NH:3][O:4][CH3:5].[CH3:6][Al:7]([CH3:8])[CH3:9].[Cl:18][CH2:19][Cl:20].[ClH:17].[ClH:1].[O:10]1[C:11](=[O:16])[CH2:12][CH2:13][CH2:14][CH2:15]1>>[CH3:2][N:3]([O:4][CH3:5])[C:11]([CH2:12][CH2:13][CH2:14][CH2:15][OH:10])=[O:16]. Starting materials: [Al+3], C1CCOC1, Cc1ccc(N2CCNCC2)cc1, CCOC(=O)c1cn(-c2ccc(Cl)cc2)c(-c2ccc(Cl)cc2Cl)n1, Cl, [H-], [H-], [H-], [H-], [Li+], O. Product: Cc1ccc(N2CCN(Cc3cn(-c4ccc(Cl)cc4)c(-c4ccc(Cl)cc4Cl)n3)CC2)cc1. RXN SMILES: [Al+3:2].[CH2:47]1[O:48][CH2:49][CH2:50][CH2:51]1.[CH3:8][c:9]1[cH:10][cH:11][c:12]([N:15]2[CH2:16][CH2:17][NH:18][CH2:19][CH2:20]2)[cH:13][cH:14]1.[Cl:21][c:22]1[c:23](-[c:29]2[n:30](-[c:39]3[cH:40][cH:41][c:42]([Cl:45])[cH:43][cH:44]3)[cH:31][c:32]([C:34]([O:35][CH2:36][CH3:37])=[O:38])[n:33]2)[cH:24][cH:25][c:26]([Cl:28])[cH:27]1.[ClH:7].[H-:1].[H-:4].[H-:5].[H-:6].[Li+:3].[OH2:46]>>[CH3:8][c:9]1[cH:10][cH:11][c:12]([N:15]2[CH2:16][CH2:17][N:18]([CH2:34][c:32]3[cH:31][n:30](-[c:39]4[cH:40][cH:41][c:42]([Cl:45])[cH:43][cH:44]4)[c:29](-[c:23]4[c:22]([Cl:21])[cH:27][c:26]([Cl:28])[cH:25][cH:24]4)[n:33]3)[CH2:19][CH2:20]2)[cH:13][cH:14]1. Starting materials: NCC1CCN(S(=O)(=O)CCc2ccc(F)cc2)CC1, O=C(O)c1ccc(O)cc1. Yields the product O=C(NCC1CCN(S(=O)(=O)CCc2ccc(F)cc2)CC1)c1ccc(O)cc1. RXN SMILES: [F:1][c:2]1[cH:3][cH:4][c:5]([CH2:8][CH2:9][S:10](=[O:11])(=[O:12])[N:13]2[CH2:14][CH2:15][CH:16]([CH2:19][NH2:20])[CH2:17][CH2:18]2)[cH:6][cH:7]1.[OH:21][C:22](=[O:23])[c:24]1[cH:25][cH:26][c:27]([OH:28])[cH:29][cH:30]1>>[F:1][c:2]1[cH:3][cH:4][c:5]([CH2:8][CH2:9][S:10](=[O:11])(=[O:12])[N:13]2[CH2:14][CH2:15][CH:16]([CH2:19][NH:20][C:22](=[O:21])[c:24]3[cH:25][cH:26][c:27]([OH:28])[cH:29][cH:30]3)[CH2:17][CH2:18]2)[cH:6][cH:7]1. Reactants: C([O-])([O-])=O.[Na+].[Na+] (sodium carbonate), C([O-])(O)=O.[Na+] (sodium bicarbonate), O.OC1[C@H](O)[C@@H](O)[C@H](O[C@H]2[C@H](O)[C@@H](O)[C@@H](O)[C@H](O2)CO)[C@H](O1)CO (lactose monohydrate), C1=CC=C2C(=C1)C(=O)C3=C(C=C(C(=C3C2=O)N)S(=O)(=O)[O-])Br.[Na+] (bromaminic acid sodium salt), C1(=CC=CC=C1)S(=O)(=O)N (benzene sulphonamide). The reagents and catalysts are O.O.O.O.O.S(=O)(=O)([O-])[O-].[Cu+2] (Copper (II) sulphate pentahydrate). Run in O (water), O (water). Conditions: temperature 70 celsius, time 5 hour. The product is [Na+].NC1=C(C=C(C=2C(C3=CC=CC=C3C(C12)=O)=O)NS(=O)(=O)C1=CC=CC=C1)S(=O)(=O)[O-] (1-amino-4-phenylsulphonamido-anthraquinone-2-sulphonic acid sodium salt). Isolated yield 95.0%. Reaction SMILES: O.OC1O[C@H](CO)[C@@H](O[C@@H]2O[C@H](CO)[C@H](O)[C@H](O)[C@H]2O)[C@H](O)[C@H]1O.[CH:25]1[CH:30]=[C:29]2[C:31]([C:33]3[C:38]([C:39](=[O:40])[C:28]2=[CH:27][CH:26]=1)=[C:37]([NH2:41])[C:36]([S:42]([O-:45])(=[O:44])=[O:43])=[CH:35][C:34]=3Br)=[O:32].[Na+:47].[C:48]1([S:54]([NH2:57])(=[O:56])=[O:55])[CH:53]=[CH:52][CH:51]=[CH:50][CH:49]=1.C(=O)([O-])[O-].[Na+].[Na+].C(=O)(O)[O-].[Na+]>O.O.O.O.O.O.S([O-])([O-])(=O)=O.[Cu+2]>[Na+:47].[NH2:41][C:37]1[C:38]2[C:39](=[O:40])[C:28]3[C:29](=[CH:30][CH:25]=[CH:26][CH:27]=3)[C:31](=[O:32])[C:33]=2[C:34]([NH:57][S:54]([C:48]2[CH:53]=[CH:52][CH:51]=[CH:50][CH:49]=2)(=[O:56])=[O:55])=[CH:35][C:36]=1[S:42]([O-:45])(=[O:44])=[O:43] |f:0.1,2.3,5.6.7,8.9,11.12.13.14.15.16.17,18.19|. Procedure details: Copper (II) sulphate pentahydrate (0.16 g, 0.00064 mol) and lactose monohydrate (2.9 g, 0.008 mol) are added to a mixture of bromaminic acid sodium salt (38.2 g, 0.1 mol) and benzene sulphonamide (17.3 g, 0.11 mol) in water (250 ml) containing sodium carbonate (3.8 g) and sodium bicarbonate (19.0 g). The mixture which has a pH of 8.5-9.0, is heated to 70° C. and stirred at this temperature for 5 hours. The resulting mixture is diluted with water to a volume of 750 ml and cooled to 40° C. The sol...